From a dataset of the Open Reaction Database (ORD), a public repository of structured organic reaction records. describe an organic reaction: reactants, conditions, products, and yield The reactants are Oc1cccc2ccc(Br)cc12, O=C([O-])[O-], CC(C)=O, CI, [K+], [K+]. Product: COc1cccc2ccc(Br)cc12. Reaction SMILES: [Br:9][c:10]1[cH:11][cH:12][c:13]2[cH:14][cH:15][cH:16][c:17]([OH:20])[c:18]2[cH:19]1.[C:1]([O-:2])([O-:3])=[O:4].[CH3:21][C:22](=[O:23])[CH3:24].[CH3:7][I:8].[K+:5].[K+:6]>>[CH3:1][O:4][c:17]1[cH:16][cH:15][cH:14][c:13]2[cH:12][cH:11][c:10]([Br:9])[cH:19][c:18]21. The reactants are FC1=NC=C(C=C1)F (2,5-difluoropyridine), NN (hydrazine). Reaction conditions: temperature 120 celsius. Yields the product F.FC=1C=CC(=NC1)NN (5-fluoro-2-hydrazinylpyridine, hydrofluoride). Isolated yield 45.3%. As a reaction SMILES: [F:1][C:2]1[CH:7]=[CH:6][C:5]([F:8])=[CH:4][N:3]=1.[NH2:9][NH2:10]>>[FH:1].[F:8][C:5]1[CH:6]=[CH:7][C:2]([NH:9][NH2:10])=[N:3][CH:4]=1 |f:2.3|. Procedure: To 2,5-difluoropyridine (3 g, 26.1 mmol) was added hydrazine (1.636 ml, 52.1 mmol) and the contents were heated in a microwave at 120° C. for 1 h. Upon cooling, a white solid formed. The solid was collected by filtration, washed with ether and dried in vacuo to give 1.74 g of 5-fluoro-2-hydrazinylpyridine, hydrofluoride that was used without further purification. 1H NMR (400 MHz, DMSO-d6) δ ppm 7.96 (1H, d, J=2.86 Hz), 7.42 (1H, td, J=8.80, 2.86 Hz), 7.35 (1H, br. s.), 6.73 (1H, dd, J=9.02, 3.74... As a reaction SMILES: [CH2:47]([Cl:48])[Cl:49].[CH3:42][N:43]([CH3:44])[CH:45]=[O:46].[CH:24]([N:25]([CH2:26][CH3:27])[CH:28]([CH3:29])[CH3:30])([CH3:31])[CH3:32].[Cl:1][c:2]1[cH:3][c:4]([C:12]([C:13](=[O:14])[OH:15])=[N:16][O:17][CH:18]2[CH2:19][CH2:20][CH2:21][CH2:22][CH2:23]2)[cH:5][cH:6][c:7]1[S:8](=[O:9])(=[O:10])[CH3:11].[NH2:33][c:34]1[s:35][c:36]([C:39](=[O:40])[NH2:41])[cH:37][n:38]1>>[Cl:1][c:2]1[cH:3][c:4]([C:12]([C:13](=[O:14])[NH:33][c:34]2[s:35][c:36]([C:39](=[O:40])[NH2:41])[cH:37][n:38]2)=[N:16][O:17][CH:18]2[CH2:19][CH2:20][CH2:21][CH2:22][CH2:23]2)[cH:5][cH:6][c:7]1[S:8](=[O:9])(=[O:10])[CH3:11]. Product: CS(=O)(=O)c1ccc(C(=NOC2CCCCC2)C(=O)Nc2ncc(C(N)=O)s2)cc1Cl. Starting materials: ClCCl, CN(C)C=O, CCN(C(C)C)C(C)C, CS(=O)(=O)c1ccc(C(=NOC2CCCCC2)C(=O)O)cc1Cl, NC(=O)c1cnc(N)s1.